From a dataset of the Open Reaction Database (ORD), a public repository of structured organic reaction records. describe an organic reaction: reactants, conditions, products, and yield Reactants: CCOC(=O)C(Cc1cc(C)c2c(cnn2C(=O)OC(C)(C)C)c1)OC(=O)N1CCC(N2CCc3ccccc3NC2=O)CC1, C1CCOC1, [Li+], [OH-], O, O. Product: Cc1cc(CC(OC(=O)N2CCC(N3CCc4ccccc4NC3=O)CC2)C(=O)O)cc2cnn(C(=O)OC(C)(C)C)c12. Reaction SMILES: [CH2:4]([CH3:5])[O:6][C:7](=[O:8])[CH:9]([CH2:10][c:11]1[cH:12][c:13]2[cH:14][n:15][n:16]([C:21](=[O:22])[O:23][C:24]([CH3:25])([CH3:26])[CH3:27])[c:17]2[c:18]([CH3:20])[cH:19]1)[O:28][C:29](=[O:30])[N:31]1[CH2:32][CH2:33][CH:34]([N:37]2[C:38](=[O:48])[NH:39][c:40]3[c:41]([cH:44][cH:45][cH:46][cH:47]3)[CH2:42][CH2:43]2)[CH2:35][CH2:36]1.[CH2:50]1[O:51][CH2:52][CH2:53][CH2:54]1.[Li+:3].[OH-:2].[OH2:1].[OH2:49]>>[O:6]=[C:7]([OH:8])[CH:9]([CH2:10][c:11]1[cH:12][c:13]2[cH:14][n:15][n:16]([C:21](=[O:22])[O:23][C:24]([CH3:25])([CH3:26])[CH3:27])[c:17]2[c:18]([CH3:20])[cH:19]1)[O:28][C:29](=[O:30])[N:31]1[CH2:32][CH2:33][CH:34]([N:37]2[C:38](=[O:48])[NH:39][c:40]3[c:41]([cH:44][cH:45][cH:46][cH:47]3)[CH2:42][CH2:43]2)[CH2:35][CH2:36]1. Reactants: C(C1=CC=CC=C1)OC(=O)NC1CC(CCC1NC(=O)OCC[Si](C)(C)C)C(=O)OCC (ethyl 3-(benzyloxycarbonylamino)-4-((2-(trimethylsilyl)ethoxy)carbonylamino)cyclohexanecarboxylate), [H][H] (hydrogen). Reagents/catalysts: [Pd] (palladium on carbon). Solvent: C(C)(C)O (isopropanol). The product is NC1CC(CCC1NC(=O)OCC[Si](C)(C)C)C(=O)OCC (ethyl 3-amino-4-((2-(trimethylsilyl)ethoxy)carbonylamino)cyclohexanecarboxylate). Isolated yield 81.8%. As a reaction SMILES: C(OC([NH:11][CH:12]1[CH:17]([NH:18][C:19]([O:21][CH2:22][CH2:23][Si:24]([CH3:27])([CH3:26])[CH3:25])=[O:20])[CH2:16][CH2:15][CH:14]([C:28]([O:30][CH2:31][CH3:32])=[O:29])[CH2:13]1)=O)C1C=CC=CC=1.[H][H]>[Pd].C(O)(C)C>[NH2:11][CH:12]1[CH:17]([NH:18][C:19]([O:21][CH2:22][CH2:23][Si:24]([CH3:27])([CH3:25])[CH3:26])=[O:20])[CH2:16][CH2:15][CH:14]([C:28]([O:30][CH2:31][CH3:32])=[O:29])[CH2:13]1. Reported procedure: A mixture of Racemate-ethyl 3-(benzyloxycarbonylamino)-4-((2-(trimethylsilyl)ethoxy)carbonylamino)cyclohexanecarboxylate (1.7 g, 3.7 mmol) and 5% palladium on carbon (50% wet, 300 mg) in isopropanol (35 mL) was stirred under 1 atm hydrogen atmosphere at room temperature for 18 hours. The mixture was filtered through a pad of celite. The filtrate was concentrated and purified by silica gel chromatography (methanol/dichloromethane=1/30 to 1/10) to afford the title compound (1.0 g, 89%) as a yellow... Reactants: O=C(CP(OCC)(OCC)=O)C (diethyl (2-oxopropyl)phosphonate), C(#N)C1=CC=C(C=O)C=C1 (4-cyanobenzaldehyde), FC(C=1C=C(C=CC1)NC(=O)N)(F)F (N-[3-(trifluoromethyl)phenyl]urea), polyphosphoric acid ethyl ester. The solvent is O1CCCC1 (tetrahydrofuran). Product: C(#N)C1=CC=C(C=C1)C1NC(N(C(=C1P(OCC)(OCC)=O)C)C1=CC(=CC=C1)C(F)(F)F)=O (Diethyl {4-(4-cyanophenyl)-6-methyl-2-oxo-1-[3-(trifluoromethyl)phenyl]-1,2,3,4-tetrahydropyrimidin-5-yl}phosphonate). RXN SMILES: O=[C:2]([CH3:12])[CH2:3][P:4](=[O:11])([O:8][CH2:9][CH3:10])[O:5][CH2:6][CH3:7].[C:13]([C:15]1[CH:22]=[CH:21][C:18]([CH:19]=O)=[CH:17][CH:16]=1)#[N:14].[F:23][C:24]([F:36])([F:35])[C:25]1[CH:26]=[C:27]([NH:31][C:32]([NH2:34])=[O:33])[CH:28]=[CH:29][CH:30]=1>O1CCCC1>[C:13]([C:15]1[CH:22]=[CH:21][C:18]([CH:19]2[C:3]([P:4](=[O:11])([O:8][CH2:9][CH3:10])[O:5][CH2:6][CH3:7])=[C:2]([CH3:12])[N:31]([C:27]3[CH:28]=[CH:29][CH:30]=[C:25]([C:24]([F:35])([F:36])[F:23])[CH:26]=3)[C:32](=[O:33])[NH:34]2)=[CH:17][CH:16]=1)#[N:14]. Procedure: A solution of diethyl (2-oxopropyl)phosphonate (250 mg, 1.29 mmol), 4-cyanobenzaldehyde (168.84 mg, 1.29 mmol), N-[3-(trifluoromethyl)phenyl]urea (263 mg, 1.29 mmol) and polyphosphoric acid ethyl ester (0.70 g) in tetrahydrofuran (5 ml) is refluxed overnight with stirring. The reaction solution is purified directly by preparative HPLC (RP18 column; eluent: acetonitrile/water 10:90→90:10). The fractions containing product are concentrated in vacuo and re-purified by flash chromatography on silica... Starting materials: C(#N)C1(CC1)C(=O)N (1-cyanocyclopropanecarboxamide), C(C(=O)Cl)(=O)Cl (oxalyl chloride), CN1N=CC(=C1)C1=NC=CC(=C1)OC=1C=CC(=NC1)N (5-((2-(1-methyl-1H-pyrazol-4-yl)pyridin-4-yl)oxy)pyridin-2-amine), N1=CC=CC=C1 (pyridine). Run in ClCCCl (DCE), C1CCOC1 (THF). Run at time 1 hour. The product is C(#N)C1(CC1)C(=O)NC(NC1=NC=C(C=C1)OC1=CC(=NC=C1)C=1C=NN(C1)C)=O (1-cyano-N-((5-((2-(1-methyl-1H-pyrazol-4-yl)pyridin-4-yl)oxy)pyridin-2-yl)carbamoyl)cyclopropanecarboxamide). Yield: 77.8%. RXN SMILES: [C:1]([C:3]1([C:6]([NH2:8])=[O:7])[CH2:5][CH2:4]1)#[N:2].C(Cl)(=O)[C:10](Cl)=[O:11].[CH3:15][N:16]1[CH:20]=[C:19]([C:21]2[CH:26]=[C:25]([O:27][C:28]3[CH:29]=[CH:30][C:31]([NH2:34])=[N:32][CH:33]=3)[CH:24]=[CH:23][N:22]=2)[CH:18]=[N:17]1.N1C=CC=CC=1>ClCCCl.C1COCC1>[C:1]([C:3]1([C:6]([NH:8][C:10](=[O:11])[NH:34][C:31]2[CH:30]=[CH:29][C:28]([O:27][C:25]3[CH:24]=[CH:23][N:22]=[C:21]([C:19]4[CH:18]=[N:17][N:16]([CH3:15])[CH:20]=4)[CH:26]=3)=[CH:33][N:32]=2)=[O:7])[CH2:5][CH2:4]1)#[N:2]. Reported procedure: A suspension of Example B8 (0.074 g, 0.673 mmol) in DCE (4 mL) was treated with oxalyl chloride (0.059 mL, 0.673 mmol), stirred at RT for 1 h, then heated to 80° C. for 1.5 h. The mixture was cooled to RT, added drop-wise to a solution of Example A2 (0.15 g, 0.561 mmol) and pyridine (0.226 mL, 2.81 mmol) in THF (4 mL) and stirred at RT overnight. The mixture was treated with satd. NaHCO3, extracted with EtOAc (4×) and the combined organics were dried over Na2SO4, concentrated to dryness and puri... Starting materials: ClC1=NC=C2C(=C(N=CC2=C1)C1=C(C=CC=C1)Cl)B1OC(C(O1)(C)C)(C)C (7-chloro-3-(2-chlorophenyl)-4-(4,4,5,5-tetramethyl-1,3,2-dioxaborolan-2-yl)-2,6-naphthyridine), OOS(=O)[O-].[K+] (Oxone). The solvent is CO (methanol), ClCCl (dichloromethane), ClCCl (dichloromethane). Product: ClC1=NC=C2C(=C(N=CC2=C1)C1=C(C=CC=C1)Cl)O (7-chloro-3-(2-chlorophenyl)-2,6-naphthyridin-4-ol). Reaction SMILES: [Cl:1][C:2]1[CH:11]=[C:10]2[C:5]([C:6](B3OC(C)(C)C(C)(C)O3)=[C:7]([C:12]3[CH:17]=[CH:16][CH:15]=[CH:14][C:13]=3[Cl:18])[N:8]=[CH:9]2)=[CH:4][N:3]=1.[OH:28]OS([O-])=O.[K+]>CO.ClCCl>[Cl:1][C:2]1[CH:11]=[C:10]2[C:5]([C:6]([OH:28])=[C:7]([C:12]3[CH:17]=[CH:16][CH:15]=[CH:14][C:13]=3[Cl:18])[N:8]=[CH:9]2)=[CH:4][N:3]=1 |f:1.2|. Procedure: A mixture of 7-chloro-3-(2-chlorophenyl)-4-(4,4,5,5-tetramethyl-1,3,2-dioxaborolan-2-yl)-2,6-naphthyridine (60 mg, 0.1 mmol) and Oxone® (370 mg, 0.6 mmol) in wet methanol (0.6 mL) and dichloromethane (0.2 mL) was stirred at 35° C. for 3 hours. The cooled reaction mixture was diluted with dichloromethane (50 mL) and washed with 1.0M citric acid in water (20 mL). The organic layer was separated, dried over sodium sulfate, filtered, and evaporated in vacuo to afford an orange/red residue that was u...